Dataset: the Open Reaction Database (ORD), a public repository of structured organic reaction records. Task: describe an organic reaction: reactants, conditions, products, and yield Procedure: 1 G. of 1-acetamido-2-amino-4-propargylsulfinylbenzene in 30 ml. acetone is treated overnight at room temperature with 2 g. methoxy carbonyl isothiocyanate. The solution is concentrated and the residue triturated with ether. Recrystallization yields 2-acetamido-1-(3-methoxycarbonyl-2-thioureido)-5-propargylsulfinylbenzene. RXN SMILES: [C:1]([NH:4][C:5]1[CH:10]=[CH:9][C:8]([S:11]([CH2:13][C:14]#[CH:15])=[O:12])=[CH:7][C:6]=1[NH2:16])(=[O:3])[CH3:2].[CH3:17][O:18][C:19]([N:21]=[C:22]=[S:23])=[O:20]>CC(C)=O>[C:1]([NH:4][C:5]1[CH:10]=[CH:9][C:8]([S:11]([CH2:13][C:14]#[CH:15])=[O:12])=[CH:7][C:6]=1[NH:16][C:22]([NH:21][C:19]([O:18][CH3:17])=[O:20])=[S:23])(=[O:3])[CH3:2]. Yields the product C(C)(=O)NC1=C(C=C(C=C1)S(=O)CC#C)NC(=S)NC(=O)OC (2-acetamido-1-(3-methoxycarbonyl-2-thioureido)-5-propargylsulfinylbenzene). Solvent: CC(=O)C (acetone). Reactants: C(C)(=O)NC1=C(C=C(C=C1)S(=O)CC#C)N (1-acetamido-2-amino-4-propargylsulfinylbenzene), COC(=O)N=C=S (methoxy carbonyl isothiocyanate). Reactants: N,N-methanetetraylbis[cyclohexanamine], 18.9, CC(C)(OC(=O)N[C@@H](C)C(=O)O)C ((S)-N-[(1,1-dimethylethoxy)carbonyl]alanine), Cl.CC(CN)=C (2-methyl-2-propen-1-amine monohydrochloride), O.ON1N=NC2=C1C=CC=C2 (1-hydroxy-1H-benzotriazole hydrate), CN1CCOCC1 (N-methylmorpholine). Run in O1CCCC1 (tetrahydrofuran). Run at time 20 minute. Product: 24.2, C[C@@H](C(=O)NCC(=C)C)NC(OC(C)(C)C)=O ((1,1-dimethylethyl) (S)-[1-methyl-2-[(2-methyl-2-propenyl)amino]-2-oxoethyl]carbamate). Yield: 99.9%. RXN SMILES: [CH3:1][C:2]([CH3:13])([O:4][C:5]([NH:7][C@H:8]([C:10]([OH:12])=O)[CH3:9])=[O:6])[CH3:3].Cl.[CH3:15][C:16](=[CH2:19])[CH2:17][NH2:18].O.ON1C2C=CC=CC=2N=N1.CN1CCOCC1>O1CCCC1>[CH3:9][C@H:8]([NH:7][C:5](=[O:6])[O:4][C:2]([CH3:1])([CH3:3])[CH3:13])[C:10]([NH:18][CH2:17][C:16]([CH3:19])=[CH2:15])=[O:12] |f:1.2,3.4|. Reported procedure: To a cooled (0° C.) mixture of 18.9 parts of (S)-N-[(1,1-dimethylethoxy)carbonyl]alanine, 10.8 parts of 2-methyl-2-propen-1-amine monohydrochloride, 27.0 parts of 1-hydroxy-1H-benzotriazole hydrate and tetrahydrofuran, there were added 10.1 parts of N-methylmorpholine and, after 20 min, 20.6 parts of N,N-methanetetraylbis[cyclohexanamine] under a nitrogen atmosphere. The whole was kept at 0° C. for 1 hour and at room temperature for 12 hours. The solvent was evaporated and the residue was partit...